From a dataset of the Open Reaction Database (ORD), a public repository of structured organic reaction records. describe an organic reaction: reactants, conditions, products, and yield Reactants: CN1C(COC2=C1C=CC=C2CC2CCNCC2)=O (4-methyl-8-(piperidin-4-ylmethyl)4H-benzo[1,4]oxazin-3-one), BrCCOC1=C2C=CC(=NC2=CC=C1)C (5-(2-bromoethoxy)-2-methylquinoline). Yields the product CN1C(COC2=C1C=CC=C2CC2CCN(CC2)CCOC2=C1C=CC(=NC1=CC=C2)C)=O (4-Methyl-8-{1-[2-(2-methylquinolin-5-yloxy)ethyl]piperidin-4-ylmethyl}-4H-benzo[1,4]oxazin-3-one). Reaction SMILES: [CH3:1][N:2]1[C:7]2[CH:8]=[CH:9][CH:10]=[C:11]([CH2:12][CH:13]3[CH2:18][CH2:17][NH:16][CH2:15][CH2:14]3)[C:6]=2[O:5][CH2:4][C:3]1=[O:19].Br[CH2:21][CH2:22][O:23][C:24]1[CH:33]=[CH:32][CH:31]=[C:30]2[C:25]=1[CH:26]=[CH:27][C:28]([CH3:34])=[N:29]2>>[CH3:1][N:2]1[C:7]2[CH:8]=[CH:9][CH:10]=[C:11]([CH2:12][CH:13]3[CH2:18][CH2:17][N:16]([CH2:21][CH2:22][O:23][C:24]4[CH:33]=[CH:32][CH:31]=[C:30]5[C:25]=4[CH:26]=[CH:27][C:28]([CH3:34])=[N:29]5)[CH2:15][CH2:14]3)[C:6]=2[O:5][CH2:4][C:3]1=[O:19]. Procedure: The title compound was prepared from 4-methyl-8-(piperidin-4-ylmethyl)4H-benzo[1,4]oxazin-3-one and 5-(2-bromoethoxy)-2-methylquinoline in a similar manner to Example 1. Starting materials: CC(C)(C)CC(C)(C)C1CCC(=O)CC1, COc1nccc(N)c1OC. Yields the product COc1nccc(NC2CCC(C(C)(C)CC(C)(C)C)CC2)c1OC. RXN SMILES: [CH3:12][C:13]([CH2:14][C:15]([CH3:16])([CH3:17])[CH3:18])([CH3:19])[CH:20]1[CH2:21][CH2:22][C:23](=[O:26])[CH2:24][CH2:25]1.[CH3:1][O:2][c:3]1[n:4][cH:5][cH:6][c:7]([NH2:11])[c:8]1[O:9][CH3:10]>>[CH3:1][O:2][c:3]1[n:4][cH:5][cH:6][c:7]([NH:11][CH:23]2[CH2:22][CH2:21][CH:20]([C:13]([CH3:12])([CH2:14][C:15]([CH3:16])([CH3:17])[CH3:18])[CH3:19])[CH2:25][CH2:24]2)[c:8]1[O:9][CH3:10]. Starting materials: CC(C)(C)NO, CO, O=Cc1cc(Cl)ccc1O, Cl. The product is CC(C)(C)[N+]([O-])=Cc1cc(Cl)ccc1O. Reaction SMILES: [C:1]([CH3:2])([CH3:3])([CH3:4])[NH:5][OH:6].[CH3:18][OH:19].[Cl:7][c:8]1[cH:9][cH:10][c:11]([OH:16])[c:12]([CH:13]=[O:14])[cH:15]1.[ClH:17]>>[C:1]([CH3:2])([CH3:3])([CH3:4])[N+:5]([O-:6])=[CH:13][c:12]1[c:11]([OH:16])[cH:10][cH:9][c:8]([Cl:7])[cH:15]1. Starting materials: C(C1=CC=CC=C1)OC1=C(C2=C(C(C=C(O2)CCC(=O)OCC)=O)C=C1)CCC (ethyl 3-[7-benzyloxy-4-oxo-8-propyl-4H-1-benzopyran-2-yl]propionate), compound, B(Cl)(Cl)Cl (boron trichloride). Solvent: ClCCl (dichloromethane). Reaction conditions: time 20 minute. Product: OC1=C(C2=C(C(C=C(O2)CCC(=O)OCC)=O)C=C1)CCC (Ethyl 3-[7-hydroxy-4-oxo-8-n-propyl-4H-1-benzopyran-2-yl]propionate). Reaction SMILES: C([O:8][C:9]1[CH:26]=[CH:25][C:12]2[C:13](=[O:24])[CH:14]=[C:15]([CH2:17][CH2:18][C:19]([O:21][CH2:22][CH3:23])=[O:20])[O:16][C:11]=2[C:10]=1[CH2:27][CH2:28][CH3:29])C1C=CC=CC=1.B(Cl)(Cl)Cl>ClCCl>[OH:8][C:9]1[CH:26]=[CH:25][C:12]2[C:13](=[O:24])[CH:14]=[C:15]([CH2:17][CH2:18][C:19]([O:21][CH2:22][CH3:23])=[O:20])[O:16][C:11]=2[C:10]=1[CH2:27][CH2:28][CH3:29]. Reported procedure: By a process analogous to that of Example 3(a) was prepared ethyl 3-[7-benzyloxy-4-oxo-8-propyl-4H-1-benzopyran-2-yl]propionate. This compound (1.0 g) in dry dichloromethane (30 ml) at -78° C. was treated with boron trichloride (2 ml). After 20 minutes, the mixture was poured onto ice and extracted with 10% aqueous sodium carbonate. Acidification gave a solid which crystallised from ethyl acetate to give the desired product (0.35 g), mp 127°-128° C. Starting materials: CCOc1cc(C(C)(C)C)ncc1C1=NC(C)(c2ccc(Cl)cc2)C(C)(c2ccc(Cl)cc2)N1C(=O)N1CCC(CC(=O)O)CC1, CC1CCCN1. The product is CCOc1cc(C(C)(C)C)ncc1C1=NC(C)(c2ccc(Cl)cc2)C(C)(c2ccc(Cl)cc2)N1C(=O)N1CCC(CC(=O)N2CCCC2C)CC1. As a reaction SMILES: [C:1]([CH3:2])([CH3:3])([CH3:4])[c:5]1[cH:6][c:7]([O:44][CH2:45][CH3:46])[c:8]([C:11]2=[N:15][C:14]([CH3:16])([c:17]3[cH:18][cH:19][c:20]([Cl:23])[cH:21][cH:22]3)[C:13]([CH3:24])([c:25]3[cH:26][cH:27][c:28]([Cl:31])[cH:29][cH:30]3)[N:12]2[C:32](=[O:33])[N:34]2[CH2:35][CH2:36][CH:37]([CH2:40][C:41](=[O:42])[OH:43])[CH2:38][CH2:39]2)[cH:9][n:10]1.[CH3:47][CH:48]1[NH:49][CH2:50][CH2:51][CH2:52]1>>[C:1]([CH3:2])([CH3:3])([CH3:4])[c:5]1[cH:6][c:7]([O:44][CH2:45][CH3:46])[c:8]([C:11]2=[N:15][C:14]([CH3:16])([c:17]3[cH:18][cH:19][c:20]([Cl:23])[cH:21][cH:22]3)[C:13]([CH3:24])([c:25]3[cH:26][cH:27][c:28]([Cl:31])[cH:29][cH:30]3)[N:12]2[C:32](=[O:33])[N:34]2[CH2:35][CH2:36][CH:37]([CH2:40][C:41](=[O:43])[N:49]3[CH:48]([CH3:47])[CH2:52][CH2:51][CH2:50]3)[CH2:38][CH2:39]2)[cH:9][n:10]1. Starting materials: O[C@@H]1COCC1 ((S)-3-hydroxytetrahydrofuran), [H-].[Na+] (sodium hydride), [I-].[Na+] (sodium iodide), ClCC=1C=C2C(=NN(C2=CC1)C(C1=CC=CC=C1)(C1=CC=CC=C1)C1=CC=CC=C1)C1=CC(=CC=C1)F (5-(chloromethyl)-3-(3-fluorophenyl)-1-trityl-1H-indazole). The solvent is O1CCCC1 (tetrahydrofuran), O (water). Reaction conditions: time 15 minute. The product is FC=1C=C(C=CC1)C1=NN(C2=CC=C(C=C12)CO[C@@H]1COCC1)C(C1=CC=CC=C1)(C1=CC=CC=C1)C1=CC=CC=C1 (3-(3-Fluorophenyl)-5-{[(3S)tetrahydro-3-furanyloxy]methyl}-1-trityl-1H-indazole). The yield is 50.8%. RXN SMILES: [OH:1][C@H:2]1[CH2:6][CH2:5][O:4][CH2:3]1.[H-].[Na+].Cl[CH2:10][C:11]1[CH:12]=[C:13]2[C:17](=[CH:18][CH:19]=1)[N:16]([C:20]([C:33]1[CH:38]=[CH:37][CH:36]=[CH:35][CH:34]=1)([C:27]1[CH:32]=[CH:31][CH:30]=[CH:29][CH:28]=1)[C:21]1[CH:26]=[CH:25][CH:24]=[CH:23][CH:22]=1)[N:15]=[C:14]2[C:39]1[CH:44]=[CH:43][CH:42]=[C:41]([F:45])[CH:40]=1.[I-].[Na+]>O1CCCC1.O>[F:45][C:41]1[CH:40]=[C:39]([C:14]2[C:13]3[C:17](=[CH:18][CH:19]=[C:11]([CH2:10][O:1][C@H:2]4[CH2:6][CH2:5][O:4][CH2:3]4)[CH:12]=3)[N:16]([C:20]([C:33]3[CH:34]=[CH:35][CH:36]=[CH:37][CH:38]=3)([C:27]3[CH:28]=[CH:29][CH:30]=[CH:31][CH:32]=3)[C:21]3[CH:26]=[CH:25][CH:24]=[CH:23][CH:22]=3)[N:15]=2)[CH:44]=[CH:43][CH:42]=1 |f:1.2,4.5|. Reported procedure: To a solution of 40 mg of (S)-3-hydroxytetrahydrofuran in tetrahydrofuran was added 15 mg of 60% sodium hydride (oily) in an atmosphere of nitrogen gas, and the mixture was stirred at room temperature for 15 minute. To the reaction mixture were added 150 mg of 5-(chloromethyl)-3-(3-fluorophenyl)-1-trityl-1H-indazole produced in Production Example I-32 and 45 mg of sodium iodide, followed by stirring at room temperature for five days. After adding water to the reaction mixture, it was extracted w... Starting materials: NN1C=NC2=CC=C(C=C2C1(C1=C(C=CC=C1)Cl)O)Cl (3-amino-6-chloro-3,4-dihydro-4-hydroxy-4-(o-chlorophenyl)quinazoline), C1(C=2C(C(N1CC(=O)Cl)=O)=CC=CC2)=O (α-phthalimidoacetyl chloride). Solvent: N1=CC=CC=C1 (pyridine). Product: ClC1=C(C(=O)C2=C(C=CC(=C2)Cl)N(C(CN2C(C3=CC=CC=C3C2=O)=O)=O)C=NNC(CN2C(C3=CC=CC=C3C2=O)=O)=O)C=CC=C1 (1,3-dioxo-2-isoindolineacetic acid [[N-[2-(o-chlorobenzoyl)-4-chlorophenyl]-1,3-dioxo-2-isoindolineacetamido]-methylene]hydrazide). Reaction SMILES: [NH2:1][N:2]1[C:11]([OH:19])([C:12]2[CH:17]=[CH:16][CH:15]=[CH:14][C:13]=2[Cl:18])[C:10]2[C:5](=[CH:6][CH:7]=[C:8]([Cl:20])[CH:9]=2)[N:4]=[CH:3]1.[C:21]1(=[O:35])[N:25]([CH2:26][C:27](Cl)=[O:28])[C:24](=[O:30])[C:23]2=[CH:31][CH:32]=[CH:33][CH:34]=[C:22]12>N1C=CC=CC=1>[Cl:18][C:13]1[CH:14]=[CH:15][CH:16]=[CH:17][C:12]=1[C:11]([C:10]1[CH:9]=[C:8]([Cl:20])[CH:7]=[CH:6][C:5]=1[N:4]([CH:3]=[N:2][NH:1][C:27](=[O:28])[CH2:26][N:25]1[C:21](=[O:35])[C:22]2[C:23](=[CH:31][CH:32]=[CH:33][CH:34]=2)[C:24]1=[O:30])[C:27](=[O:28])[CH2:26][N:25]1[C:24](=[O:30])[C:23]2[C:22](=[CH:34][CH:33]=[CH:32][CH:31]=2)[C:21]1=[O:35])=[O:19]. Procedure: In the manner given in Example 1, 3-amino-6-chloro-3,4-dihydro-4-hydroxy-4-(o-chlorophenyl)quinazoline with pyridine is reacted with α-phthalimidoacetyl chloride to give 1,3-dioxo-2-isoindolineacetic acid [[N-[2-(o-chlorobenzoyl)-4-chlorophenyl]-1,3-dioxo-2-isoindolineacetamido]-methylene]hydrazide. The reactants are N#Cc1nc(Cl)ccc1[N+](=O)[O-], CCO, Cl, [Fe]. Yields the product N#Cc1nc(Cl)ccc1N. Reaction SMILES: [C:1](#[N:2])[c:3]1[n:4][c:5]([Cl:12])[cH:6][cH:7][c:8]1[N+:9]([O-:10])=[O:11].[CH3:15][CH2:16][OH:17].[ClH:13].[Fe:14]>>[C:1](#[N:2])[c:3]1[n:4][c:5]([Cl:12])[cH:6][cH:7][c:8]1[NH2:9]. Starting materials: ClC1=C2C=CNC2=CC=C1 (4-chloro indole), Cl (HCl), [BH4-].[Na+] (NaBH4), CO (methanol), ClCCC(C(=O)[O-])C(=O)[O-] (2-chloroethylmalonate), C1(CCCCCC1)CN (cycloheptylmethyl amine), Cl (HCl). Solvent: O (water). Conditions: time 2 hour. Product: ClC1=C2C(=CN(C2=CC=C1)C(CO)CO)C(=O)NCC1CCCCCC1 (4-chloro-N-(cycloheptylmethyl)-1-(1,3-dihydroxypropan-2-yl)-1H-indole-3-carboxamide). As a reaction SMILES: [Cl:1][C:2]1[CH:10]=[CH:9][CH:8]=[C:7]2[C:3]=1[CH:4]=[CH:5][NH:6]2.ClCC[CH:14]([C:18]([O-:20])=O)[C:15]([O-:17])=O.[CH:21]1([CH2:28][NH2:29])[CH2:27][CH2:26][CH2:25][CH2:24][CH2:23][CH2:22]1.[BH4-].[Na+].Cl.[CH3:33][OH:34]>O>[Cl:1][C:2]1[CH:10]=[CH:9][CH:8]=[C:7]2[C:3]=1[C:4]([C:33]([NH:29][CH2:28][CH:21]1[CH2:27][CH2:26][CH2:25][CH2:24][CH2:23][CH2:22]1)=[O:34])=[CH:5][N:6]2[CH:14]([CH2:15][OH:17])[CH2:18][OH:20] |f:3.4|. Procedure details: Synthesised similar to the procedure disclosed in Example 1 where X is 4-chloro indole, Y is 2-chloroethylmalonate, and Z is cycloheptylmethyl amine. The resulting product XYZ is stirred for 30 minutes at −10° C. in methanol and NaBH4 and then slowly warmed to room temperature and stirred for 2 hour. The reaction mixture is then treated with a 1N aqueous HCl solution (pH ˜8) and concentrated to obtain a residue that is taken up in water and acidified with 1N aqueous HCl solution (pH ˜6.5 to 7). ... The reactants are C(C)(C)(C)OC(NCCNC1=C(C=NC2=CC(=CC=C12)Br)[N+](=O)[O-])=O (tert-butyl[2-(7-bromo-3-nitroquinolin-4-ylamino)ethyl]carbamate), C(C)(C)O (isopropanol). The reagents and catalysts are [Pt] (platinum on carbon). The solvent is C(C)#N (acetonitrile). Product: NC=1C=NC2=CC(=CC=C2C1NCCNC(OC(C)(C)C)=O)Br (tert-butyl [2-(3-amino-7-bromoquinolin-4-ylamino)ethyl]carbamate). The yield is 91.1%. RXN SMILES: [C:1]([O:5][C:6](=[O:25])[NH:7][CH2:8][CH2:9][NH:10][C:11]1[C:20]2[C:15](=[CH:16][C:17]([Br:21])=[CH:18][CH:19]=2)[N:14]=[CH:13][C:12]=1[N+:22]([O-])=O)([CH3:4])([CH3:3])[CH3:2].C(O)(C)C>C(#N)C.[Pt]>[NH2:22][C:12]1[CH:13]=[N:14][C:15]2[C:20]([C:11]=1[NH:10][CH2:9][CH2:8][NH:7][C:6](=[O:25])[O:5][C:1]([CH3:2])([CH3:3])[CH3:4])=[CH:19][CH:18]=[C:17]([Br:21])[CH:16]=2. Procedure details: A solution of tert-butyl[2-(7-bromo-3-nitroquinolin-4-ylamino)ethyl]carbamate (165.0 g, 401.2 mmol) in acetonitrile (3.3 L) and, isopropanol (990 mL) and 5% platinum on carbon (13.2 g) were added to a Parr vessel, which was placed under hydrogen pressure (50 psi, 3.4×105 Pa) overnight. The mixture was filtered through a layer of CELITE filter aid, and the filtrate was concentrated under reduced pressure to provide 139.29 g of tert-butyl [2-(3-amino-7-bromoquinolin-4-ylamino)ethyl]carbamate as a ...